This data is from the Open Reaction Database (ORD), a public repository of structured organic reaction records. The task is: describe an organic reaction: reactants, conditions, products, and yield Starting materials: O (water), C([O-])([O-])=O.[K+].[K+] (Potassium carbonate), OC=1C=2N(C=CC1)C(=C(N2)C)CC#C (8-hydroxy-2-methyl-3-(2-propynyl)imidazo[1,2-a]pyridine), ClCC1=C(C=NC=C1)C (4-chloromethyl-3-methylpyridine). The solvent is CN(C=O)C (N,N-dimethylformamide). Run at time 5 hour. The product is CC=1N=C2N(C=CC=C2OCC2=C(C=NC=C2)C)C1CC#C (2-methyl-8-(3-methyl-4-pyridylmethoxy)-3-(2-propynyl)imidazo[1,2-a]pyridine). Yield: 74.1%. As a reaction SMILES: C(=O)([O-])[O-].[K+].[K+].[OH:7][C:8]1[C:9]2[N:10]([C:14]([CH2:18][C:19]#[CH:20])=[C:15]([CH3:17])[N:16]=2)[CH:11]=[CH:12][CH:13]=1.Cl[CH2:22][C:23]1[CH:28]=[CH:27][N:26]=[CH:25][C:24]=1[CH3:29].O>CN(C)C=O>[CH3:17][C:15]1[N:16]=[C:9]2[C:8]([O:7][CH2:22][C:23]3[CH:28]=[CH:27][N:26]=[CH:25][C:24]=3[CH3:29])=[CH:13][CH:12]=[CH:11][N:10]2[C:14]=1[CH2:18][C:19]#[CH:20] |f:0.1.2|. Procedure: Potassium carbonate (0.52 g) was added to a solution of 8-hydroxy-2-methyl-3-(2-propynyl)imidazo[1,2-a]pyridine (0.5 g) and 4-chloromethyl-3-methylpyridine (0.53 g) in N,N-dimethylformamide (10 ml). The mixture was stirred under a nitrogen atmosphere for 5 hours at room temperature and then poured into water. The resulting precipitates were collected by filtration and recrystallized from ethyl acetate to give 2-methyl-8-(3-methyl-4-pyridylmethoxy)-3-(2-propynyl)imidazo[1,2-a]pyridine (0.58 g). Starting materials: N(=C=O)CCC=1C=C(C=CC1)C1=NN(C=N1)C1=CC=C(C=C1)OC(F)(F)F (3-(3-(2-isocyanatoethyl)phenyl)-1-(4-(trifluoromethoxy)phenyl)-1H-1,2,4-triazole), FC1=CC(=C(C=C1)NC(=S)N)C(C)C (1-(4-fluoro-2-isopropylphenyl)thiourea). Product: FC1=CC(=C(C=C1)NC(=S)NC(=O)NCCC1=CC(=CC=C1)C1=NN(C=N1)C1=CC=C(C=C1)OC(F)(F)F)C(C)C (1-[(4-fluoro-2-isopropyl-phenyl)carbamothioyl]-3-[2-[3-[1-[4-(trifluoromethoxy)phenyl]-1H-1,2,4-triazol-3-yl]phenyl]ethyl]urea), solid. Yield: 27.0%. As a reaction SMILES: [N:1]([CH2:4][CH2:5][C:6]1[CH:7]=[C:8]([C:12]2[N:16]=[CH:15][N:14]([C:17]3[CH:22]=[CH:21][C:20]([O:23][C:24]([F:27])([F:26])[F:25])=[CH:19][CH:18]=3)[N:13]=2)[CH:9]=[CH:10][CH:11]=1)=[C:2]=[O:3].[F:28][C:29]1[CH:34]=[CH:33][C:32]([NH:35][C:36]([NH2:38])=[S:37])=[C:31]([CH:39]([CH3:41])[CH3:40])[CH:30]=1>>[F:28][C:29]1[CH:34]=[CH:33][C:32]([NH:35][C:36]([NH:38][C:2]([NH:1][CH2:4][CH2:5][C:6]2[CH:11]=[CH:10][CH:9]=[C:8]([C:12]3[N:16]=[CH:15][N:14]([C:17]4[CH:22]=[CH:21][C:20]([O:23][C:24]([F:26])([F:25])[F:27])=[CH:19][CH:18]=4)[N:13]=3)[CH:7]=2)=[O:3])=[S:37])=[C:31]([CH:39]([CH3:41])[CH3:40])[CH:30]=1. Procedure: The title compound was prepared as described in Example 75 using 3-(3-(2-isocyanatoethyl)phenyl)-1-(4-(trifluoromethoxy)phenyl)-1H-1,2,4-triazole (CA44) and 1-(4-fluoro-2-isopropylphenyl)thiourea isolated as a white solid (0.085 g, 27%): 1H NMR (400 MHz, DMSO-d6) δ 11.83 (s, 1H), 10.17 (s, 1H), 9.42 (s, 1H), 8.14-8.05 (m, 2H), 8.05-7.95 (m, 2H), 7.68-7.58 (m, 2H), 7.49 (t, J=7.6 Hz, 1H), 7.43-7.31 (m, 2H), 7.15 (dd, J=10.3, 3.0 Hz, 1H), 7.03 (td, J=8.3, 2.9 Hz, 2H), 3.47 (q, J=6.6 Hz, 2H), 3.01-... Starting materials: Cc1cccc(NC(=O)C(NC(=O)OCc2ccccc2)C(C)C)c1C(=O)O, CO, O. Yields the product Cc1cccc(NC(=O)C(N)C(C)C)c1C(=O)O. RXN SMILES: [CH2:1]([O:2][C:3](=[O:4])[NH:11][CH:12]([CH:13]([CH3:14])[CH3:15])[C:16](=[O:17])[NH:18][c:19]1[c:20]([C:21](=[O:22])[OH:23])[c:24]([CH3:28])[cH:25][cH:26][cH:27]1)[c:5]1[cH:6][cH:7][cH:8][cH:9][cH:10]1.[CH3:29][OH:30].[OH2:31]>>[NH2:11][CH:12]([CH:13]([CH3:14])[CH3:15])[C:16](=[O:17])[NH:18][c:19]1[c:20]([C:21](=[O:22])[OH:23])[c:24]([CH3:28])[cH:25][cH:26][cH:27]1. Starting materials: C1CCOC1 (THF), ClC=1NC2=C(N1)C=CC=C2 (2-chlorobenzimidazole), O1CCCC=C1 (3,4-dihydro-2H-pyran), C[O-].[Na+] (sodium methoxide). Reagents/catalysts: C1(=CC=C(C=C1)S(=O)(=O)O)C (para-toluenesulphonic acid). Run in CCCCCCC (n-heptane). Run at time 2.5 hour. Product: ClC1=NC2=C(N1C1OCCCC1)C=CC=C2 (2-chloro-1-(tetrahydro-pyran-2-yl)-1H-benzimidazole), oil. Yield: 104.8%. Reaction SMILES: C1COCC1.[Cl:6][C:7]1[NH:8][C:9]2[CH:15]=[CH:14][CH:13]=[CH:12][C:10]=2[N:11]=1.[O:16]1[CH:21]=[CH:20][CH2:19][CH2:18][CH2:17]1.C[O-].[Na+]>C1(C)C=CC(S(O)(=O)=O)=CC=1.CCCCCCC>[Cl:6][C:7]1[N:11]([CH:17]2[CH2:18][CH2:19][CH2:20][CH2:21][O:16]2)[C:10]2[CH:12]=[CH:13][CH:14]=[CH:15][C:9]=2[N:8]=1 |f:3.4|. Procedure details: A 10 l reactor is charged, under argon and with stirring, with 2.5 l of THF, 180 g of 2-chlorobenzimidazole (1.18 mol) and 325 ml of 3,4-dihydro-2H-pyran (6.56 mol, 3 eq.). The reactor is heated until dissolution occurs (temperature of the mixture: 40° C.). Then 6.3 g of para-toluenesulphonic acid (0.033 mol, 0.028 eq.) are introduced. The temperature is held at between 49 and 52° C. for 2.5 h. Cooling takes place at 12° C. and 7.65 g of sodium methoxide (0.142 mol, 0.12 eq.) are added, with sti... The reactants are C(#N)C1=CC(=C(C=C1)NCC(=O)OC(C)(C)C)F (tert-Butyl N-(4-cyano-2-fluorophenyl)glycinate), NO (hydroxylamine). Solvent: CO (MeOH). Conditions: time 8 hour. Yields the product NC(C1=CC(=C(C=C1)NCC(=O)OC(C)(C)C)F)=NO (tert-Butyl N-{4-[amino(hydroxyimino)methyl]-2-fluorophenyl}glycinate). Reaction SMILES: [C:1]([C:3]1[CH:8]=[CH:7][C:6]([NH:9][CH2:10][C:11]([O:13][C:14]([CH3:17])([CH3:16])[CH3:15])=[O:12])=[C:5]([F:18])[CH:4]=1)#[N:2].[NH2:19][OH:20]>CO>[NH2:2][C:1](=[N:19][OH:20])[C:3]1[CH:8]=[CH:7][C:6]([NH:9][CH2:10][C:11]([O:13][C:14]([CH3:15])([CH3:17])[CH3:16])=[O:12])=[C:5]([F:18])[CH:4]=1. Reported procedure: tert-Butyl N-(4-cyano-2-fluorophenyl)glycinate obtained in Step 1 (290 mg; 1.16 mmol; 1 eq.) was dissolved in MeOH (1 mL) and hydroxylamine (0.34 mL; 5.79 mmol; 5 eq.) was added. The mixture was stirred at RT overnight. Solvents were evaporated off, affording the title product as an off-white solid, which was used further without purification (302 mg, 92%). HPLC (Method A) Rt 2.23 min (Purity: 74.2%). Reactants: C([O-])([O-])=O.[K+].[K+] (potassium carbonate), Cl (hydrochloric acid), B(Br)(Br)Br (Boron tribromide), CS(=O)(=O)C1=CC=C(C=C1)C=1C(=NN2N=CC=CC21)C2=CC=C(C=C2)OC (3-(4-methanesulfonyl-phenyl)-2-(4-methoxy-phenyl)-pyrazolo[1,5-b]pyridazine). Solvent: C(Cl)Cl (CH2Cl2), O (water). Reaction conditions: time 10 minute. The product is CS(=O)(=O)C1=CC=C(C=C1)C=1C(=NN2N=CC=CC21)C2=CC=C(C=C2)O (4-[3-(4-Methanesulfonyl-phenyl)-pyrazolo[1,5-b] pyridazin-2-yl]-phenol). The yield is 54.2%. RXN SMILES: B(Br)(Br)Br.[CH3:5][S:6]([C:9]1[CH:14]=[CH:13][C:12]([C:15]2[C:16]([C:24]3[CH:29]=[CH:28][C:27]([O:30]C)=[CH:26][CH:25]=3)=[N:17][N:18]3[C:23]=2[CH:22]=[CH:21][CH:20]=[N:19]3)=[CH:11][CH:10]=1)(=[O:8])=[O:7].C(=O)([O-])[O-].[K+].[K+].Cl>C(Cl)Cl.O>[CH3:5][S:6]([C:9]1[CH:10]=[CH:11][C:12]([C:15]2[C:16]([C:24]3[CH:25]=[CH:26][C:27]([OH:30])=[CH:28][CH:29]=3)=[N:17][N:18]3[C:23]=2[CH:22]=[CH:21][CH:20]=[N:19]3)=[CH:13][CH:14]=1)(=[O:7])=[O:8] |f:2.3.4|. Reported procedure: Boron tribromide (1M solution in CH2Cl2, 2.1 eq) was added to 3-(4-methanesulfonyl-phenyl)-2-(4-methoxy-phenyl)-pyrazolo[1,5-b]pyridazine (3.58 g) in CH2Cl2 at −70°. The mixture was stirred for 10 min then warmed to 0° and stirred at 0° overnight. The reaction mixture was made alkaline with potassium carbonate then acidified with hydrochloric acid (2M), poured into water and extracted into CH2Cl2. The organic phase was dried, filtered and concentrated to give the title compound (1.87 g) as a yel...